From a dataset of the Open Reaction Database (ORD), a public repository of structured organic reaction records. describe an organic reaction: reactants, conditions, products, and yield Reactants: BrC1=CC=C(C2=CC=CC=C12)Br (1,4-dibromonaphthalene), S1C(=CC=C1)B(O)O (thiophen-2-ylboronic acid), tetrakis(triphenyl phosphine)palladium, C(=O)([O-])[O-].[Na+].[Na+] (Na2CO3), CCO (EtOH). Run in C1(=CC=CC=C1)C (toluene). Run at temperature 100 celsius. The product is BrC1=CC=C(C2=CC=CC=C12)C=1SC=CC1 (2-(4-bromonaphthalen-1-yl)thiophene). Yield: 73.0%. RXN SMILES: Br[C:2]1[C:11]2[C:6](=[CH:7][CH:8]=[CH:9][CH:10]=2)[C:5]([Br:12])=[CH:4][CH:3]=1.[S:13]1[CH:17]=[CH:16][CH:15]=[C:14]1B(O)O.C([O-])([O-])=O.[Na+].[Na+].CCO>C1(C)C=CC=CC=1>[Br:12][C:5]1[C:6]2[C:11](=[CH:10][CH:9]=[CH:8][CH:7]=2)[C:2]([C:14]2[S:13][CH:17]=[CH:16][CH:15]=2)=[CH:3][CH:4]=1 |f:2.3.4|. Procedure details: A mixture of 28.6 g (100 mmol) of 1,4-dibromonaphthalene, 15.35 g (120 mmol) of thiophen-2-ylboronic acid, 2.31 g (2 mmol) of tetrakis(triphenyl phosphine)palladium, 75 ml of 2M Na2CO3, 150 ml of EtOH and 300 ml toluene was degassed and placed under nitrogen, and then heated at 100° C. for 4 h. After finishing the reaction, the mixture was allowed to cool to room temperature. The organic layer was extracted with ethyl acetate and water, dried with anhydrous magnesium sulfate, the solvent was rem... The reactants are ClC1=CC=C(OC2=CC=C(C=C2)NC(=O)N(C)CC(OC)OC)C=C1 (N-[4-(4-Chlorophenoxy)phenyl]-N'-(2,2-dimethoxyethyl)-N'-methylurea), Cl (hydrochloric acid). The solvent is O (water). The product is CN1C(N(C=C1)C1=CC=C(C=C1)OC1=CC=C(C=C1)Cl)=O (1-methyl-3-[4-(4-chlorophenoxy)phenyl]-4-imidazolin-2-one). RXN SMILES: [Cl:1][C:2]1[CH:25]=[CH:24][C:5]([O:6][C:7]2[CH:12]=[CH:11][C:10]([NH:13][C:14]([N:16]([CH2:18][CH:19](OC)OC)[CH3:17])=[O:15])=[CH:9][CH:8]=2)=[CH:4][CH:3]=1.Cl>O>[CH3:17][N:16]1[CH:18]=[CH:19][N:13]([C:10]2[CH:9]=[CH:8][C:7]([O:6][C:5]3[CH:4]=[CH:3][C:2]([Cl:1])=[CH:25][CH:24]=3)=[CH:12][CH:11]=2)[C:14]1=[O:15]. Procedure details: N-[4-(4-Chlorophenoxy)phenyl]-N'-(2,2-dimethoxyethyl)-N'-methylurea (0.02 mole), water (30 ml) and concentrated hydrochloric acid (3 ml) are charged into a glass reaction vessel fitted with a mechanical stirrer, thermometer and condenser. The mixture is refluxed for a period of about 30 minutes and then cooled and extracted with ethyl acetate. The extract is washed with dilute aqueous sodium bicarbonate, with two portions of water, and dried. The ethyl acetate is removed by mild warming at reduc... Reactants: OC1=CC=C(C=C1)C=1SC2=C(N1)C=CC=C2 (2-(4-hydroxyphenyl)benzothiazole), BrCCCCCC1=CC(=NO1)C (5-(5-bromopentyl)-3-methylisoxazole). The product is CC1=NOC(=C1)CCCCCOC1=CC=C(C=C1)C=1SC2=C(N1)C=CC=C2 (2-{4-[[5-(3-Methyl-5-isoxazolyl)pentyl]oxy]phenyl}benzothiazole). RXN SMILES: [OH:1][C:2]1[CH:7]=[CH:6][C:5]([C:8]2[S:9][C:10]3[CH:16]=[CH:15][CH:14]=[CH:13][C:11]=3[N:12]=2)=[CH:4][CH:3]=1.Br[CH2:18][CH2:19][CH2:20][CH2:21][CH2:22][C:23]1[O:27][N:26]=[C:25]([CH3:28])[CH:24]=1>>[CH3:28][C:25]1[CH:24]=[C:23]([CH2:22][CH2:21][CH2:20][CH2:19][CH2:18][O:1][C:2]2[CH:3]=[CH:4][C:5]([C:8]3[S:9][C:10]4[CH:16]=[CH:15][CH:14]=[CH:13][C:11]=4[N:12]=3)=[CH:6][CH:7]=2)[O:27][N:26]=1. Procedure: 2-{4-[[5-(3-Methyl-5-isoxazolyl)pentyl]oxy]phenyl}benzothiazole [II; R1 and R2 =H, Het=benzothiazol-2-yl] was prepared from 5 g 2-(4-hydroxyphenyl)benzothiazole and 5.1 g 5-(5-bromopentyl)-3-methylisoxazole according to the procedure of Example 1: yield 6.9 g, m.p. 120°-121° C. when recrystallized from triethylamine and then from isopropyl acetate.